This data is from the Open Reaction Database (ORD), a public repository of structured organic reaction records. The task is: describe an organic reaction: reactants, conditions, products, and yield The reactants are CCCCOC(=O)CNC(=O)c1ccc2cc(C(=O)OC)[nH]c2c1, C1CCOC1, [Li+], [OH-], O, O. Product: CCCCOC(=O)CNC(=O)c1ccc2cc(C(=O)O)[nH]c2c1. RXN SMILES: [CH2:1]([CH2:2][CH2:3][CH3:4])[O:5][C:6](=[O:7])[CH2:8][NH:9][C:10](=[O:11])[c:12]1[cH:13][cH:14][c:15]2[cH:16][c:17]([C:21](=[O:22])[O:23][CH3:24])[nH:18][c:19]2[cH:20]1.[CH2:28]1[O:29][CH2:30][CH2:31][CH2:32]1.[Li+:26].[OH-:25].[OH2:27].[OH2:33]>>[CH2:1]([CH2:2][CH2:3][CH3:4])[O:5][C:6](=[O:7])[CH2:8][NH:9][C:10](=[O:11])[c:12]1[cH:13][cH:14][c:15]2[cH:16][c:17]([C:21](=[O:22])[OH:23])[nH:18][c:19]2[cH:20]1. Starting materials: CC1=CC=CC(=N1)CN1C(C2=CC=CC=C2C1=O)=O (2-((6-methylpyridin-2-yl)methyl)isoindoline-1,3-dione), O.NN (Hydrazine Monohydrate). Procedure: 2.5 mL of Diisopropylazodicarboxylate in 1.5 mL of THF was added dropwise to a solution of 250 mg of (6-methylpyridin-2-yl)methanol, 2.8 g of Triphenylphosphine and 1.6 g of isoindoline-1,3-dione in anhydrous THF at room temperature. The reaction was stirred for 2 hours and monitored by TLC. Upon complection, the solvent was concentrated, the crude material was extracted in water and Chloroform 3 times and dried over Magnesium Sulfate. The crude was purified via ISCO Combi-Flash to yield 2-((6-m... As a reaction SMILES: [CH3:1][C:2]1[N:7]=[C:6]([CH2:8][N:9]2C(=O)C3C(=CC=CC=3)C2=O)[CH:5]=[CH:4][CH:3]=1.O.NN>CCO>[CH3:1][C:2]1[N:7]=[C:6]([CH2:8][NH2:9])[CH:5]=[CH:4][CH:3]=1 |f:1.2|. Yields the product CC1=CC=CC(=N1)CN ((6-methylpyridin-2-yl)methanamine). Solvent: CCO (EtOH). The reactants are O=C1N(C2=CC=NC=C2C=C1)CC(=O)OC (methyl 2-(2-oxo-1,6-naphthyridin-1(2H)-yl)acetate), [OH-].[Na+] (sodium hydroxide), aqueous solution. Solvent: C1CCOC1 (THF), C(C)(=O)OCC (ethyl acetate). Run at time 18 hour. Product: O=C1N(C2=CC=NC=C2C=C1)CC(=O)O (2-(2-oxo-1,6-naphthyridin-1(2H)-yl)acetic acid). Reaction SMILES: [O:1]=[C:2]1[CH:11]=[CH:10][C:9]2[C:4](=[CH:5][CH:6]=[N:7][CH:8]=2)[N:3]1[CH2:12][C:13]([O:15]C)=[O:14].[OH-].[Na+]>C1COCC1.C(OCC)(=O)C>[O:1]=[C:2]1[CH:11]=[CH:10][C:9]2[C:4](=[CH:5][CH:6]=[N:7][CH:8]=2)[N:3]1[CH2:12][C:13]([OH:15])=[O:14] |f:1.2|. Procedure: To a solution of methyl 2-(2-oxo-1,6-naphthyridin-1(2H)-yl)acetate (1.51 g, 6.92 mmol) in THF (10 mL) was added sodium hydroxide (4 mL of a 3 N aqueous solution, 13.8 mmol) and the reaction mixture was stirred at room temperature for 18 h. The resulting solution was diluted with ethyl acetate and washed with water. The aqueous phase was separated, adjusted to pH 2 with aqueous HCl and extracted with ethyl acetate. The organic phase was separated, dried (Na2SO4), filtered and concentrated under v... Starting materials: CS(=O)(=O)Nc1ccc(CC(=O)O)cc1, CCN=C=NCCCN(C)C, CN(C)C=O, CCN(C(C)C)C(C)C, Cl, NCC1CN(Cc2cccc(F)c2)CCO1, On1nnc2ccccc21. The product is CS(=O)(=O)Nc1ccc(CC(=O)NCC2CN(Cc3cccc(F)c3)CCO2)cc1. Reaction SMILES: [CH3:17][S:18](=[O:19])(=[O:20])[NH:21][c:22]1[cH:23][cH:24][c:25]([CH2:28][C:29](=[O:30])[OH:31])[cH:26][cH:27]1.[CH3:52][N:53]([CH3:54])[CH2:55][CH2:56][CH2:57][N:58]=[C:59]=[N:60][CH2:61][CH3:62].[CH3:63][N:64]([CH3:65])[CH:66]=[O:67].[CH:42]([N:43]([CH2:44][CH3:45])[CH:46]([CH3:47])[CH3:48])([CH3:49])[CH3:50].[ClH:51].[F:1][c:2]1[cH:3][c:4]([CH2:5][N:6]2[CH2:7][CH:8]([CH2:12][NH2:13])[O:9][CH2:10][CH2:11]2)[cH:14][cH:15][cH:16]1.[OH:32][n:33]1[c:34]2[cH:35][cH:36][cH:37][cH:38][c:39]2[n:40][n:41]1>>[F:1][c:2]1[cH:3][c:4]([CH2:5][N:6]2[CH2:7][CH:8]([CH2:12][NH:13][C:29]([CH2:28][c:25]3[cH:24][cH:23][c:22]([NH:21][S:18]([CH3:17])(=[O:19])=[O:20])[cH:27][cH:26]3)=[O:30])[O:9][CH2:10][CH2:11]2)[cH:14][cH:15][cH:16]1.